From a dataset of the Open Reaction Database (ORD), a public repository of structured organic reaction records. describe an organic reaction: reactants, conditions, products, and yield The reactants are C(C)OC(C1=C(C=CC=C1)C)=O (2-methylbenzoic acid ethyl ester), BrN1C(CCC1=O)=O (N-bromosuccinimide), N(=NC(C#N)(C)C)C(C#N)(C)C (2,2′-azobisisobutyronitrile). Solvent: C(Cl)(Cl)(Cl)Cl (CCl4). The product is C(C)OC(C1=C(C=CC=C1)CBr)=O (2-Bromomethylbenzoic Acid Ethyl Ester). Reaction SMILES: [CH2:1]([O:3][C:4](=[O:12])[C:5]1[CH:10]=[CH:9][CH:8]=[CH:7][C:6]=1[CH3:11])[CH3:2].[Br:13]N1C(=O)CCC1=O.N(C(C)(C)C#N)=NC(C)(C)C#N>C(Cl)(Cl)(Cl)Cl>[CH2:1]([O:3][C:4](=[O:12])[C:5]1[CH:10]=[CH:9][CH:8]=[CH:7][C:6]=1[CH2:11][Br:13])[CH3:2]. Reported procedure: To a solution of 2-methylbenzoic acid ethyl ester (16.4 g, 99.87 mmol) in CCl4 (100 mL) is added N-bromosuccinimide (17.8 g, 100 mmol) and 2,2′-azobisisobutyronitrile (3.28 g, 19.97 mmol). The resulting mixture is heated at reflux for 2 h. After the mixture is cooled to RT, the solid is filtered off and the filtrate is concentrated and extracted with EtOAc. The EtOAc solution is washed with brine and dried over MgSO4, filtered and concentrated to afford the title compound as a pale yellow oil. Starting materials: C(C1=CC=CC=C1)OC1=CC=C(C=C1)C1=CC(=NN1C1CCCCC1)C#CC(=O)OCC (Ethyl 3-{5-[4-(benzyloxy)phenyl]-1-cyclohexyl-1H-pyrazol-3-yl}-2-propynoate), [Li+].[OH-] (LiOH). Run in CO.C1CCOC1 (MeOH THF). Conditions: time 24 hour. Product: C(C1=CC=CC=C1)OC1=CC=C(C=C1)C1=CC(=NN1C1CCCCC1)C#CC(=O)O (3-{5-[4-(benzyloxy)phenyl]-1-cyclohexyl-1H-pyrazol-3-yl}-2-propynoic acid). Isolated yield 101.8%. RXN SMILES: [CH2:1]([O:8][C:9]1[CH:14]=[CH:13][C:12]([C:15]2[N:19]([CH:20]3[CH2:25][CH2:24][CH2:23][CH2:22][CH2:21]3)[N:18]=[C:17]([C:26]#[C:27][C:28]([O:30]CC)=[O:29])[CH:16]=2)=[CH:11][CH:10]=1)[C:2]1[CH:7]=[CH:6][CH:5]=[CH:4][CH:3]=1.[Li+].[OH-]>CO.C1COCC1>[CH2:1]([O:8][C:9]1[CH:10]=[CH:11][C:12]([C:15]2[N:19]([CH:20]3[CH2:25][CH2:24][CH2:23][CH2:22][CH2:21]3)[N:18]=[C:17]([C:26]#[C:27][C:28]([OH:30])=[O:29])[CH:16]=2)=[CH:13][CH:14]=1)[C:2]1[CH:3]=[CH:4][CH:5]=[CH:6][CH:7]=1 |f:1.2,3.4|. Procedure details: A mixture of ester 7.3 (68 mg, 0.157 mmol) and 1N LiOH (2 ml) in 6 ml MeOH/THF (1:2) was stirred at rt for 24 h, concentrated, and partitioned between Et2O and H2O. The organic phase was extracted with 0.1 N NaOH (2×), and the combined aqueous extracts were acidified with conc. HCl, and extracted with EtOAc (3×). The combined organic extracts were washed with H2O, brine, and dried (Na2SO4) to afford 64 mg (100%) of acid 7.4. HRMS (ESI) calc'd for C25H25N2O3 401.1865, found 401.1855 (M+H+); 1H NM... Reactants: OC1=CC=CC=2NN=NC21 (hydroxybenzotriazole), Cl.OCCCC[C@H](N)C(=O)OC (6-hydroxy-L-norleucine, methyl ester, hydrochloride), Cl.C(C)N=C=NCCCN(C)C (1-ethyl-3-(3-dimethylaminopropyl)carbodiimide hydrochloride), C1(C=2C(C(N1N[C@@H](CC1=CNC3=CC=CC=C13)C(=O)O)=O)=CC=CC2)=O (N-phthalimido-L-tryptophan), CN1CCOCC1 (4-methylmorpholine). Solvent: CN(C=O)C (dimethylformamide), C(Cl)Cl (methylene chloride). Run at temperature 0 celsius, time 0.5 hour. The product is C1(C=2C(C(N1N[C@@H](CC1=CNC3=CC=CC=C13)C(=O)N[C@@H](CCCCO)C(=O)OC)=O)=CC=CC2)=O (N-(N-Phthalimido-L-tryptophyl)-6-hydroxy-L-norleucine, methyl ester). As a reaction SMILES: Cl.[OH:2][CH2:3][CH2:4][CH2:5][CH2:6][C@@H:7]([C:9]([O:11][CH3:12])=[O:10])[NH2:8].CN1CCOCC1.[C:20]1(=[O:45])[N:24]([NH:25][C@H:26]([C:37](O)=[O:38])[CH2:27][C:28]2[C:36]3[C:31](=[CH:32][CH:33]=[CH:34][CH:35]=3)[NH:30][CH:29]=2)[C:23](=[O:40])[C:22]2=[CH:41][CH:42]=[CH:43][CH:44]=[C:21]12.OC1C2N=NNC=2C=CC=1.Cl.C(N=C=NCCCN(C)C)C>CN(C)C=O.C(Cl)Cl>[C:23]1(=[O:40])[N:24]([NH:25][C@H:26]([C:37]([NH:8][C@H:7]([C:9]([O:11][CH3:12])=[O:10])[CH2:6][CH2:5][CH2:4][CH2:3][OH:2])=[O:38])[CH2:27][C:28]2[C:36]3[C:31](=[CH:32][CH:33]=[CH:34][CH:35]=3)[NH:30][CH:29]=2)[C:20](=[O:45])[C:21]2=[CH:44][CH:43]=[CH:42][CH:41]=[C:22]12 |f:0.1,5.6|. Procedure: The above crude 6-hydroxy-L-norleucine, methyl ester, hydrochloride was dissolved in dimethylformamide (6 ml.) and methylene chloride (25 ml.) and treated with 4-methylmorpholine (1.30 ml., 1.20 g., 11.8 mmol.). The solution was cooled to 0° C. and treated with N-phthalimido-L-tryptophan followed by hydroxybenzotriazole (925 mg., 6.8 mmol.) and 1-ethyl-3-(3-dimethylaminopropyl)carbodiimide hydrochloride (1.438 g., 7.5 mmol.). The mixture was stirred at 0° C. for 0.5 hour and then at room tempera... Reactants: Cn1nc(C(C)(C)C)cc1N, CCOC(C)=O, O=C(Cl)OCC(Cl)(Cl)Cl, [Na+], [OH-]. Yields the product Cn1nc(C(C)(C)C)cc1NC(=O)OCC(Cl)(Cl)Cl. As a reaction SMILES: [C:1]([CH3:2])([CH3:3])([CH3:4])[c:5]1[cH:6][c:7]([NH2:11])[n:8]([CH3:10])[n:9]1.[CH3:23][CH2:24][O:25][C:26](=[O:27])[CH3:28].[Cl:14][C:15](=[O:16])[O:17][CH2:18][C:19]([Cl:20])([Cl:21])[Cl:22].[Na+:13].[OH-:12]>>[C:1]([CH3:2])([CH3:3])([CH3:4])[c:5]1[cH:6][c:7]([NH:11][C:15](=[O:16])[O:17][CH2:18][C:19]([Cl:20])([Cl:21])[Cl:22])[n:8]([CH3:10])[n:9]1. Starting materials: Cl (hydrochloric acid), FC1=C(C=CC(=C1NC1=NC=CC=C1C1=C2N=CN(C2=NC=N1)C1OCCCC1)F)NS(=O)(=O)C1CC1 (N-(2,4-difluoro-3-(3-(9-(tetrahydro-2H-pyran-2-yl)9H-purin-6-yl)pyridin-2-ylamino)phenyl)cyclopropansulfonamide), target compound. Run at time 2 hour. The product is N1=CN=C2NC=NC2=C1C=1C(=NC=CC1)NC=1C(=C(C=CC1F)NS(=O)(=O)C1CC1)F (N-(3-(3-(9H-purin-6-yl)pyridin-2-ylamino)-2,4-difluorophenyl)cyclopropansulfonamide). The yield is 79.0%. RXN SMILES: Cl.[F:2][C:3]1[C:8]([NH:9][C:10]2[C:15]([C:16]3[N:24]=[CH:23][N:22]=[C:21]4[C:17]=3[N:18]=[CH:19][N:20]4C3CCCCO3)=[CH:14][CH:13]=[CH:12][N:11]=2)=[C:7]([F:31])[CH:6]=[CH:5][C:4]=1[NH:32][S:33]([CH:36]1[CH2:38][CH2:37]1)(=[O:35])=[O:34]>>[N:24]1[C:16]([C:15]2[C:10]([NH:9][C:8]3[C:3]([F:2])=[C:4]([NH:32][S:33]([CH:36]4[CH2:37][CH2:38]4)(=[O:34])=[O:35])[CH:5]=[CH:6][C:7]=3[F:31])=[N:11][CH:12]=[CH:13][CH:14]=2)=[C:17]2[C:21]([NH:20][CH:19]=[N:18]2)=[N:22][CH:23]=1. Procedure: 1M aqueous hydrochloric acid solution was added into the N-(2,4-difluoro-3-(3-(9-(tetrahydro-2H-pyran-2-yl)9H-purin-6-yl)pyridin-2-ylamino)phenyl)cyclopropansulfonamide (20 mg, 0.038 mmol) prepared at Step 10 and stirred for 2 hours. After the reaction, the reactant was washed with an aqueous solution of sodium hydrogen carbonate and salt water. After extraction with ethylacetate, the organic layer was dried with sulfuric anhydride magnesium and vacuum concentrated, and then refined by means of ... Reactants: N[C@H](CO)CC ((S)-2-aminobutan-1-ol), NC1=C(C#N)C(=CC=C1)F (2-amino-6-fluoro-benzonitrile). The product is NC1=C(C#N)C(=CC=C1)OC[C@H](CC)N ((S)-2-amino-6-(2-aminobutoxy)benzonitrile). Reaction SMILES: [NH2:1][C@@H:2]([CH2:5][CH3:6])[CH2:3][OH:4].[NH2:7][C:8]1[CH:15]=[CH:14][CH:13]=[C:12](F)[C:9]=1[C:10]#[N:11]>>[NH2:7][C:8]1[CH:15]=[CH:14][CH:13]=[C:12]([O:4][CH2:3][C@@H:2]([NH2:1])[CH2:5][CH3:6])[C:9]=1[C:10]#[N:11]. Procedure: Prepared as in Example 24d from (S)-2-aminobutan-1-ol and 2-amino-6-fluoro-benzonitrile as brown solid (73%). MS 206 (MH+). Starting materials: C(C)(C)(C)OC(=O)N1[C@@H](CC(C1)=NOC)C(=O)O ((2S,4EZ)-1-(tert-butoxycarbonyl)-4-(methoxyimino)-2-pyrrolidinecarboxylic acid), C1(=CC=C(C=C1)C(=O)Cl)C1=CC=CC=C1 ([1,1′-biphenyl]-4-carbonyl chloride), NCC[C@@H](O)C1=CC=CC=C1 ((1R)-3-amino-1-phenyl-1-propanol). Product: C1(=CC=C(C=C1)C(=O)N1[C@@H](CC(C1)=NOC)C(=O)NCC[C@H](C1=CC=CC=C1)O)C1=CC=CC=C1 ((2S,4EZ)-1-([1,1′-biphenyl]-4-ylcarbonyl)-N-[(3R)-3-hydroxy-3-phenylpropyl]-4-(methoxyimino)-2-pyrrolidinecarboxamide). Reaction SMILES: C(O[C:6]([N:8]1[CH2:12][C:11](=[N:13][O:14][CH3:15])[CH2:10][C@H:9]1[C:16]([OH:18])=O)=[O:7])(C)(C)C.[C:19]1([C:28]2[CH:33]=[CH:32][CH:31]=[CH:30][CH:29]=2)[CH:24]=[CH:23][C:22](C(Cl)=O)=[CH:21][CH:20]=1.[NH2:34][CH2:35][CH2:36][C@H:37]([C:39]1[CH:44]=[CH:43][CH:42]=[CH:41][CH:40]=1)[OH:38]>>[C:28]1([C:19]2[CH:20]=[CH:21][CH:22]=[CH:23][CH:24]=2)[CH:29]=[CH:30][C:31]([C:6]([N:8]2[CH2:12][C:11](=[N:13][O:14][CH3:15])[CH2:10][C@H:9]2[C:16]([NH:34][CH2:35][CH2:36][C@@H:37]([OH:38])[C:39]2[CH:44]=[CH:43][CH:42]=[CH:41][CH:40]=2)=[O:18])=[O:7])=[CH:32][CH:33]=1. Procedure details: Following the general method as outlined in Example 22, starting from (2S,4EZ)-1-(tert-butoxycarbonyl)-4-(methoxyimino)-2-pyrrolidinecarboxylic acid, [1,1′-biphenyl]-4-carbonyl chloride, and (1R)-3-amino-1-phenyl-1-propanol, the title compound was obtained in 94% purity by HPLC. MS(ESI+): m/z=472.